The task is: describe an organic reaction: reactants, conditions, products, and yield. This data is from the Open Reaction Database (ORD), a public repository of structured organic reaction records. The reactants are BrB(Br)Br, COc1ccc2c(c1)C1(COCC(=O)N1)c1cc(Br)ccc1O2, ClCCl, O. Product: O=C1COCC2(N1)c1cc(O)ccc1Oc1ccc(Br)cc12. As a reaction SMILES: [B:24]([Br:25])([Br:26])[Br:27].[Br:1][c:2]1[cH:3][c:4]2[c:5]([cH:6][cH:7]1)[O:8][c:9]1[cH:10][cH:11][c:12]([O:22][CH3:23])[cH:13][c:14]1[C:15]21[CH2:16][O:17][CH2:18][C:19](=[O:21])[NH:20]1.[Cl:28][CH2:29][Cl:30].[OH2:31]>>[Br:1][c:2]1[cH:3][c:4]2[c:5]([cH:6][cH:7]1)[O:8][c:9]1[cH:10][cH:11][c:12]([OH:22])[cH:13][c:14]1[C:15]21[CH2:16][O:17][CH2:18][C:19](=[O:21])[NH:20]1. Reactants: CC(C)(C)OC(=O)N1CCN(C2CCC2)CC1C(=O)N1CCN(Cc2ccccc2)CC1, CCO, O. Yields the product CC(C)(C)OC(=O)N1CCN(C2CCC2)CC1C(=O)N1CCNCC1. Reaction SMILES: [CH2:1]([c:2]1[cH:3][cH:4][cH:5][cH:6][cH:7]1)[N:8]1[CH2:9][CH2:10][N:11]([C:14](=[O:15])[CH:16]2[N:17]([C:26](=[O:27])[O:28][C:29]([CH3:30])([CH3:31])[CH3:32])[CH2:18][CH2:19][N:20]([CH:22]3[CH2:23][CH2:24][CH2:25]3)[CH2:21]2)[CH2:12][CH2:13]1.[CH3:34][CH2:35][OH:36].[OH2:33]>>[NH:8]1[CH2:9][CH2:10][N:11]([C:14](=[O:15])[CH:16]2[N:17]([C:26](=[O:27])[O:28][C:29]([CH3:30])([CH3:31])[CH3:32])[CH2:18][CH2:19][N:20]([CH:22]3[CH2:23][CH2:24][CH2:25]3)[CH2:21]2)[CH2:12][CH2:13]1. Starting materials: CCI, C1CCOC1, [H-], CC(C)CC(N)CO, [Na+]. Reaction SMILES: [CH2:11]([CH3:12])[I:13].[CH2:14]1[O:15][CH2:16][CH2:17][CH2:18]1.[H-:9].[NH2:1][CH:2]([CH2:3][CH:4]([CH3:5])[CH3:6])[CH2:7][OH:8].[Na+:10]>>[NH2:1][CH:2]([CH2:3][CH:4]([CH3:5])[CH3:6])[CH2:7][O:8][CH2:11][CH3:12]. The product is CCOCC(N)CC(C)C. Starting materials: ClC1=NC(=NC=C1)NC1=CC(=C(C(=C1)OC)OC)OC ((4-Chloro-pyrimidin-2-yl)-(3,4,5-trimethoxy-phenyl)-amine), NC1=C(C=2CCCC2C=C1)S(=O)(=O)N (5-amino-indan-4-sulfonic acid amide), Cl (HCl). The solvent is C(C)(C)O (isopropanol). The product is COC=1C=C(C=C(C1OC)OC)NC1=NC=CC(=N1)NC1=C(C=2CCCC2C=C1)S(=O)(=O)N (5-[2-(3,4,5-trimethoxy-phenylamino)-pyrimidin-4-ylamino]-indan-4-sulfonic acid amide). As a reaction SMILES: Cl[C:2]1[CH:7]=[CH:6][N:5]=[C:4]([NH:8][C:9]2[CH:14]=[C:13]([O:15][CH3:16])[C:12]([O:17][CH3:18])=[C:11]([O:19][CH3:20])[CH:10]=2)[N:3]=1.[NH2:21][C:22]1[CH:30]=[CH:29][C:28]2[CH2:27][CH2:26][CH2:25][C:24]=2[C:23]=1[S:31]([NH2:34])(=[O:33])=[O:32].Cl>C(O)(C)C>[CH3:20][O:19][C:11]1[CH:10]=[C:9]([NH:8][C:4]2[N:3]=[C:2]([NH:21][C:22]3[CH:30]=[CH:29][C:28]4[CH2:27][CH2:26][CH2:25][C:24]=4[C:23]=3[S:31]([NH2:34])(=[O:32])=[O:33])[CH:7]=[CH:6][N:5]=2)[CH:14]=[C:13]([O:15][CH3:16])[C:12]=1[O:17][CH3:18]. Reported procedure: (4-Chloro-pyrimidin-2-yl)-(3,4,5-trimethoxy-phenyl)-amine (240 mg, 0.81 mmol) and 5-amino-indan-4-sulfonic acid amide (190 mg, 0.89 mmol) are suspended in isopropanol (15 ml). Conc. HCl (1.5 ml) is added. The mixture is heated to reflux for 1 h. The reaction mixture is separated between ethyl acetate (300 ml) and water (100 ml). NaHCO3 is added to achieve basic pH. The layers are separated. The organic layer is dried with Na2SO4 and evaporated. The residue is crystallized from ethyl acetate to g... Starting materials: ClC(C(=O)Cl)(Cl)Cl (Trichloroacetyl chloride), COC1=C(C=CC=C1)C1=CC=C(C=C1)C(=O)N1CC=2N(CC3=C1C=CC=C3)C=CC2 ((2′-methoxy-biphenyl-4-yl)-(5H,11H-pyrrolo[2,1-c][1,4]benzodiazepin-10-yl)-methanone), C(C)(C)N(C(C)C)CC (N,N-diisopropylethyl amine). Run in ClCCl (dichloromethane). Conditions: time 8 hour. The product is ClC(C(=O)C1=CC=C2CN(C3=C(CN21)C=CC=C3)C(=O)C3=CC=C(C=C3)C3=C(C=CC=C3)OC)(Cl)Cl (2,2,2-Trichloro-1-{10-[(2′-methoxy-1,1′-biphenyl-4-yl)carbonyl]-10,11-dihydro-5H-pyrrolo[2,1-c][1,4]benzodiazepin-3-yl}ethanone). Yield: 57.0%. As a reaction SMILES: [Cl:1][C:2]([Cl:7])([Cl:6])[C:3](Cl)=[O:4].[CH3:8][O:9][C:10]1[CH:15]=[CH:14][CH:13]=[CH:12][C:11]=1[C:16]1[CH:21]=[CH:20][C:19]([C:22]([N:24]2[C:30]3[CH:31]=[CH:32][CH:33]=[CH:34][C:29]=3[CH2:28][N:27]3[CH:35]=[CH:36][CH:37]=[C:26]3[CH2:25]2)=[O:23])=[CH:18][CH:17]=1.C(N(CC)C(C)C)(C)C>ClCCl>[Cl:1][C:2]([Cl:7])([Cl:6])[C:3]([C:35]1[N:27]2[C:26]([CH2:25][N:24]([C:22]([C:19]3[CH:20]=[CH:21][C:16]([C:11]4[CH:12]=[CH:13][CH:14]=[CH:15][C:10]=4[O:9][CH3:8])=[CH:17][CH:18]=3)=[O:23])[C:30]3[CH:31]=[CH:32][CH:33]=[CH:34][C:29]=3[CH2:28]2)=[CH:37][CH:36]=1)=[O:4]. Procedure details: Trichloroacetyl chloride (2.63 mL, 23.6 mmol) was added dropwise over five minutes to a solution of (2′-methoxy-biphenyl-4-yl)-(5H,11H-pyrrolo[2,1-c][1,4]benzodiazepin-10-yl)-methanone (3.0 g, 7.60 mmol) and N,N-diisopropylethyl amine (2.65 mL, 15.2 mmol) in dichloromethane (60 mL). The reaction was stirred under nitrogen at room temperature overnight and then quenched with water. The organic layer was washed with 0.1N hydrochloric acid and water, dried over anhydrous magnesium sulfate, filtered... Reactants: C(C1=CC=CC=C1)OC([C@H]1N(CCC1)C(=O)OCC12CC3CC(CC(C1)C3)C2)=O (N-[(1-adamantyl)methoxycarbonyl]-L-proline benzyl ester). Reagents/catalysts: [Pd] (Pd-C). Solvent: CO (methanol). Conditions: time 1.5 hour. The product is C12(CC3CC(CC(C1)C3)C2)COC(=O)N2[C@H](C(=O)O)CCC2 (N-[(1-Adamantyl)methoxycarbonyl]-L-proline). Yield: 99.9%. Reaction SMILES: C([O:8][C:9](=[O:29])[C@@H:10]1[CH2:14][CH2:13][CH2:12][N:11]1[C:15]([O:17][CH2:18][C:19]12[CH2:28][CH:23]3[CH2:24][CH:25]([CH2:27][CH:21]([CH2:22]3)[CH2:20]1)[CH2:26]2)=[O:16])C1C=CC=CC=1>CO.[Pd]>[C:19]12([CH2:18][O:17][C:15]([N:11]3[CH2:12][CH2:13][CH2:14][C@H:10]3[C:9]([OH:29])=[O:8])=[O:16])[CH2:20][CH:21]3[CH2:27][CH:25]([CH2:24][CH:23]([CH2:22]3)[CH2:28]1)[CH2:26]2. Reported procedure: To a solution of N-[(1-adamantyl)methoxycarbonyl]-L-proline benzyl ester (1.98 g) in methanol (60 ml) was added 10% Pd-C (0.20 g), and the mixture was stirred at room temperature under hydrogen atmosphere for 1.5 hours. The catalyst was filtered off, and the filtrate was concentrated to give 1.53 g of the title compound. The reactants are CCc1cc(O)c(C(C)C)cc1Oc1c(Br)cc(NC(=O)C(=O)OC)cc1Br, CC(C)=O, Cl, [Na+], [OH-]. The product is CCc1cc(O)c(C(C)C)cc1Oc1c(Br)cc(NC(=O)C(=O)O)cc1Br. Reaction SMILES: [CH3:1][O:2][C:3]([C:4](=[O:5])[NH:6][c:7]1[cH:8][c:9]([Br:27])[c:10]([O:14][c:15]2[c:16]([CH2:25][CH3:26])[cH:17][c:18]([OH:24])[c:19]([CH:21]([CH3:22])[CH3:23])[cH:20]2)[c:11]([Br:13])[cH:12]1)=[O:28].[CH3:32][C:33](=[O:34])[CH3:35].[ClH:31].[Na+:30].[OH-:29]>>[O:2]=[C:3]([C:4](=[O:5])[NH:6][c:7]1[cH:8][c:9]([Br:27])[c:10]([O:14][c:15]2[c:16]([CH2:25][CH3:26])[cH:17][c:18]([OH:24])[c:19]([CH:21]([CH3:22])[CH3:23])[cH:20]2)[c:11]([Br:13])[cH:12]1)[OH:28]. The reactants are CN(C(=O)C1=CC2=C(N=C(N2COC)C)C(=C1)OCC1=CC=CC=C1)C (7-benzyloxy-3-methoxymethyl-2-methyl-3H-benzimidazole-5-carboxylic acid dimethylamide), C(C)(=O)O (acetic acid). The reagents and catalysts are [Pd] (Pd/C). Solvent: C(C)O (ethanol). Product: CN(C(=O)C1=CC2=C(N=C(N2COC)C)C(=C1)O)C (7-Hydroxy-3-methoxymethyl-2-methyl-3H-benzimidazole-5-carboxylic Acid Dimethylamide). Yield: 60.8%. RXN SMILES: [CH3:1][N:2]([CH3:26])[C:3]([C:5]1[CH:17]=[C:16]([O:18]CC2C=CC=CC=2)[C:8]2[N:9]=[C:10]([CH3:15])[N:11]([CH2:12][O:13][CH3:14])[C:7]=2[CH:6]=1)=[O:4].C(O)(=O)C>C(O)C.[Pd]>[CH3:26][N:2]([CH3:1])[C:3]([C:5]1[CH:17]=[C:16]([OH:18])[C:8]2[N:9]=[C:10]([CH3:15])[N:11]([CH2:12][O:13][CH3:14])[C:7]=2[CH:6]=1)=[O:4]. Procedure details: A solution of 1.8 g (5.0 mmol) 7-benzyloxy-3-methoxymethyl-2-methyl-3H-benzimidazole-5-carboxylic acid dimethylamide and 270 μl acetic acid in 150 ml ethanol was hydrogenated over 240 mg 10% Pd/C in autoclave (5 bar H2) at 50° C. for 18 h. The catalyst was filtered off and the filtrate was concentrated in vacuo and crystallized from ethyl acetate-petroleum ether to afford 0.8 g (62%) of the title compound as a white solid. m.p. 173°-183° C. The reactants are N1([C@H](C(=O)O)CCC1)C(=O)OC(C)(C)C (BocProOH), N[C@@H](CCC1=CC=CC=C1)C(=O)N[C@@H](CC1=CC=CC=C1)C(=O)OC.Cl (HPhe-PheOMe hydrochloride), anhydride, C1(=CC=CC=C1)P(=O)(C1=CC=CC=C1)Cl (diphenylphosphinyl chloride). The product is N1([C@H](C(=O)N[C@@H](CC2=CC=CC=C2)C(=O)N[C@@H](CC2=CC=CC=C2)C(=O)OC)CCC1)C(=O)OC(C)(C)C (BocPro-Phe-PheOMe). Isolated yield 67.0%. As a reaction SMILES: [N:1]1([C:9]([O:11][C:12]([CH3:15])([CH3:14])[CH3:13])=[O:10])[CH2:8][CH2:7][CH2:6][C@H:2]1[C:3]([OH:5])=O.[NH2:16][C@H:17]([C:26]([NH:28][C@H:29]([C:37]([O:39][CH3:40])=[O:38])[CH2:30][C:31]1[CH:36]=[CH:35][CH:34]=[CH:33][CH:32]=1)=[O:27])[CH2:18][CH2:19][C:20]1[CH:25]=[CH:24][CH:23]=[CH:22]C=1.Cl.C1(P(Cl)(C2C=CC=CC=2)=O)C=CC=CC=1>>[N:1]1([C:9]([O:11][C:12]([CH3:15])([CH3:14])[CH3:13])=[O:10])[CH2:8][CH2:7][CH2:6][C@H:2]1[C:3]([NH:16][C@H:17]([C:26]([NH:28][C@H:29]([C:37]([O:39][CH3:40])=[O:38])[CH2:30][C:31]1[CH:32]=[CH:33][CH:34]=[CH:35][CH:36]=1)=[O:27])[CH2:18][C:19]1[CH:20]=[CH:25][CH:24]=[CH:23][CH:22]=1)=[O:5] |f:1.2|. Procedure details: Condensation of ZPheOH (29.2 g.) and HPheOMe (21.6 g.) by the mixed anhydride method using isobutyl chloroformate gave ZPhe-PHeOMe in 57% yield. Debenzyloxycarbonylation of ZPhe-PHeOMe (26.4 g.) by hydrogenation in acidified methanol with palladium catalyst gave HPhe-PheOMe in 86% yield. Condensation of BocProOH (6.46 g.) and HPhe-PheOMe hydrochloride (10.9 g.) by the mixed anhydride method using diphenylphosphinyl chloride gave BocPro-Phe-PheOMe in 67% yield. Hydrazinolysis of BocPro-Phe-PheOMe...